From a dataset of the Open Reaction Database (ORD), a public repository of structured organic reaction records. describe an organic reaction: reactants, conditions, products, and yield Starting materials: C1(=CC=CC=C1)C (toluene), [H-].C(C(C)C)[Al+]CC(C)C (diisobutylaluminum hydride), C1(=CC=CC=C1)C (toluene), COC(\C=C(\C\C=C\[C@@H]([C@H](CC)O[Si](CC)(CC)CC)C)/C)=O (methyl-(2E,5E,7S,8S)-3,7-dimethyl-8-[(triethylsilyl)oxy]deca-2,5-dienoate), O.O.O.O.C(=O)([O-])C(O)C(O)C(=O)[O-].[Na+].[K+] (potassium sodium tartrate tetrahydrate). Run in C(C)OCC (diethyl ether). Reaction conditions: time 30 minute. Yields the product C\C(=C/CO)\C\C=C\[C@@H]([C@H](CC)O[Si](CC)(CC)CC)C ((2E,5E,7S,8S)-3,7-dimethyl-8-[(triethylsilyl)oxy]deca-2,5-dien-1-ol). The yield is 75.0%. Reaction SMILES: C1(C)C=CC=CC=1.[H-].C([Al+]CC(C)C)C(C)C.C[O:19][C:20](=O)/[CH:21]=[C:22](\[CH3:39])/[CH2:23]/[CH:24]=[CH:25]/[C@H:26]([CH3:38])[C@@H:27]([O:30][Si:31]([CH2:36][CH3:37])([CH2:34][CH3:35])[CH2:32][CH3:33])[CH2:28][CH3:29].O.O.O.O.C(C(C(C([O-])=O)O)O)([O-])=O.[Na+].[K+]>C(OCC)C>[CH3:39]/[C:22](/[CH2:23]/[CH:24]=[CH:25]/[C@H:26]([CH3:38])[C@@H:27]([O:30][Si:31]([CH2:34][CH3:35])([CH2:36][CH3:37])[CH2:32][CH3:33])[CH2:28][CH3:29])=[CH:21]\[CH2:20][OH:19] |f:1.2,4.5.6.7.8.9.10|. Reported procedure: 1M toluene solution (1.76 ml, 1.76 mmol) of diisobutylaluminum hydride was added dropwise to a toluene (6 ml) solution of methyl-(2E,5E,7S,8S)-3,7-dimethyl-8-[(triethylsilyl)oxy]deca-2,5-dienoate (0.22 g, 0.64 mmol) at −78° C. and the reaction solution was stirred at the same temperature for 30 minutes. The reaction solution was diluted with diethyl ether, followed by addition of a saturated potassium sodium tartrate tetrahydrate aqueous solution (1.0 ml) and was warmed to room temperature and s... The reactants are BrC1=C(C=CC=C1)Br (1,2-dibromobenzene), C1=CC=CC2=CC3=CC=CC=C3C(=C12)B(O)O (9-anthraceneboronic acid), 9,10-anthracenediboronic acid ethylene glycol ester, BrC1=C(C=CC=C1)Br (dibromobenzene). Run at temperature 90 celsius, time 1 hour. Product: C1=CC=CC2=CC3=CC=CC=C3C(=C12)C1=C(C=CC=C1)C=1C2=CC=CC=C2C=C2C=CC=CC12 (1,2-Bis(anthracen-9-yl)benzene). As a reaction SMILES: Br[C:2]1[CH:7]=[CH:6][CH:5]=[CH:4][C:3]=1Br.[CH:9]1[C:22]2[C:13](=[CH:14][C:15]3[C:20]([C:21]=2B(O)O)=[CH:19][CH:18]=[CH:17][CH:16]=3)[CH:12]=[CH:11][CH:10]=1>>[CH:9]1[C:22]2[C:13](=[CH:14][C:15]3[C:20]([C:21]=2[C:2]2[CH:7]=[CH:6][CH:5]=[CH:4][C:3]=2[C:14]2[C:15]4[C:20]([CH:21]=[C:22]5[C:13]=2[CH:12]=[CH:11][CH:10]=[CH:9]5)=[CH:19][CH:18]=[CH:17][CH:16]=4)=[CH:19][CH:18]=[CH:17][CH:16]=3)[CH:12]=[CH:11][CH:10]=1. Procedure details: Procedure analogous to Example 3a. Instead of 149.0 ml (1.2 mol) of 1,2-dibromobenzene and 98.0 g (308 mmol) of 9,10-anthracenediboronic acid ethylene glycol ester, 12.1 ml (100 mmol) of dibromobenzene and 68.0 g (306 mmol) of 9-anthraceneboronic acid are used. After cooling, the solid is filtered off with suction, washed three times with 100 ml of ethanol each time and then washed twice by stirring with 1000 ml of refluxing acetic acid each time (1 h) and each time filtered off with suction aft... The reactants are BrC1=C(C=CC=C1)CCC(=O)OC (methyl 3-(2-bromophenyl)propanoate), C#CCCCCCCCCCCC (1-tridecyne), C1(=CC=CC=C1)P(C1=CC=CC=C1)C1=CC=CC=C1 (triphenylphosphine). Reagents/catalysts: C(C)(=O)[O-].[Pd+2].C(C)(=O)[O-] (Palladium acetate). The solvent is C(C)N(CC)CC (triethylamine). The product is dichloromethane-petrol, C(#CCCCCCCCCCCC)C1=C(C=CC=C1)CCC(=O)OC (Methyl 3-[2-(1-tridecynyl)phenyl]propanoate). Reaction SMILES: Br[C:2]1[CH:7]=[CH:6][CH:5]=[CH:4][C:3]=1[CH2:8][CH2:9][C:10]([O:12][CH3:13])=[O:11].[CH:14]#[C:15][CH2:16][CH2:17][CH2:18][CH2:19][CH2:20][CH2:21][CH2:22][CH2:23][CH2:24][CH2:25][CH3:26].C1(P(C2C=CC=CC=2)C2C=CC=CC=2)C=CC=CC=1>C(N(CC)CC)C.C([O-])(=O)C.[Pd+2].C([O-])(=O)C>[C:14]([C:2]1[CH:7]=[CH:6][CH:5]=[CH:4][C:3]=1[CH2:8][CH2:9][C:10]([O:12][CH3:13])=[O:11])#[C:15][CH2:16][CH2:17][CH2:18][CH2:19][CH2:20][CH2:21][CH2:22][CH2:23][CH2:24][CH2:25][CH3:26] |f:4.5.6|. Procedure details: Palladium acetate (60 mg) was added to a deaerated solution of methyl 3-(2-bromophenyl)propanoate (11.10 g, 25 mmole), 1-tridecyne (6.75 g) and triphenylphosphine (200 mg) in anhydrous triethylamine (100 ml) and the mixture was stirred at reflux under nitrogen for 24 hrs. After cooling, the precipitated triethylamine hydrobromide was filtered off and the filtrate was evaporated to a red oil. Chromatography on silica eluting with 1:1 dichloromethane-petrol (bp 60°-80° C.) gave the title product, ... Reactants: ClCCl, O=C(NC1CCCN2c3cc(Cl)ccc3Oc3ccccc3C12)C(F)(F)F, O=[N+]([O-])O. Yields the product O=C(NC1CCCN2c3cc(Cl)c([N+](=O)[O-])cc3Oc3ccccc3C12)C(F)(F)F. As a reaction SMILES: [Cl:32][CH2:33][Cl:34].[Cl:5][c:6]1[cH:7][c:8]2[c:9]([cH:30][cH:31]1)[O:10][c:11]1[c:12]([cH:26][cH:27][cH:28][cH:29]1)[CH:13]1[N:14]2[CH2:15][CH2:16][CH2:17][CH:18]1[NH:19][C:20]([C:21]([F:22])([F:23])[F:24])=[O:25].[OH:1][N+:2]([O-:3])=[O:4]>>[O-:1][N+:2](=[O:4])[c:31]1[c:6]([Cl:5])[cH:7][c:8]2[c:9]([cH:30]1)[O:10][c:11]1[c:12]([cH:26][cH:27][cH:28][cH:29]1)[CH:13]1[N:14]2[CH2:15][CH2:16][CH2:17][CH:18]1[NH:19][C:20]([C:21]([F:22])([F:23])[F:24])=[O:25]. Solvent: C(C)(C)O (isopropanol). Reaction SMILES: [NH:1]1[C:5]2[CH:6]=[CH:7][CH:8]=[CH:9][C:4]=2[N:3]=[C:2]1[CH2:10][N:11]([CH:15]1[C:24]2[N:23]=[CH:22][CH:21]=[CH:20][C:19]=2[CH2:18][CH2:17][CH2:16]1)[CH2:12][CH2:13][NH2:14].C[Si]([N:29]=[C:30]=[O:31])(C)C>C(O)(C)C>[NH:1]1[C:5]2[CH:6]=[CH:7][CH:8]=[CH:9][C:4]=2[N:3]=[C:2]1[CH2:10][N:11]([CH:15]1[C:24]2[N:23]=[CH:22][CH:21]=[CH:20][C:19]=2[CH2:18][CH2:17][CH2:16]1)[CH2:12][CH2:13][NH:14][C:30]([NH2:29])=[O:31]. Reported procedure: A solution of N-(1H-benzimidazol-2-ylmethyl)-N-(5,6,7,8-tetrahydroquinolin-8-yl)-ethane-1,2-diamine (0.10 g, 0.31 mmol) in isopropanol (2 mL) was treated with trimethylsilylisocyanate (60 μL, 0.44 mmol) at room temperature. The reaction was stirred 20 hours and concentrated under reduced pressure. This afforded, after column chromatography with silica gel (2:0.5:97.5 MeOH:NH4OH:CH2Cl2), {2-[(1H-benzimidazol-2-ylmethyl)-(5,6,7,8-tetrahydroquinolin-8-yl)-amino]-ethyl}-urea (67 mg, 59%). 1H NMR (CD... Product: N1C(=NC2=C1C=CC=C2)CN(CCNC(=O)N)C2CCCC=1C=CC=NC21 ({2-[(1H-benzimidazol-2-ylmethyl)-(5,6,7,8-tetrahydroquinolin-8-yl)-amino]-ethyl}-urea). Run at time 20 hour. Starting materials: N1C(=NC2=C1C=CC=C2)CN(CCN)C2CCCC=1C=CC=NC21 (N-(1H-benzimidazol-2-ylmethyl)-N-(5,6,7,8-tetrahydroquinolin-8-yl)-ethane-1,2-diamine), C[Si](C)(C)N=C=O (trimethylsilylisocyanate). Starting materials: ClCCl, CS(=O)(=O)Cl, CCOC(C)=O, Nc1cc(C(c2cc(F)ccc2F)S(=O)(=O)c2ccc(Cl)cc2)c(F)cn1, c1ccncc1. RXN SMILES: [CH2:6]([Cl:7])[Cl:8].[CH3:1][S:2]([Cl:3])(=[O:4])=[O:5].[CH3:42][CH2:43][O:44][C:45](=[O:46])[CH3:47].[Cl:9][c:10]1[cH:11][cH:12][c:13]([S:16](=[O:17])(=[O:18])[CH:19]([c:20]2[cH:21][c:22]([NH2:27])[n:23][cH:24][c:25]2[F:26])[c:28]2[c:29]([F:35])[cH:30][cH:31][c:32]([F:34])[cH:33]2)[cH:14][cH:15]1.[cH:36]1[cH:37][cH:38][n:39][cH:40][cH:41]1>>[CH3:1][S:2](=[O:4])(=[O:5])[NH:27][c:22]1[cH:21][c:20]([CH:19]([S:16]([c:13]2[cH:12][cH:11][c:10]([Cl:9])[cH:15][cH:14]2)(=[O:17])=[O:18])[c:28]2[c:29]([F:35])[cH:30][cH:31][c:32]([F:34])[cH:33]2)[c:25]([F:26])[cH:24][n:23]1. Yields the product CS(=O)(=O)Nc1cc(C(c2cc(F)ccc2F)S(=O)(=O)c2ccc(Cl)cc2)c(F)cn1. Reactants: BrC=1C=C2C(C=C(NC2=CC1)C1=CC=CC=C1)=O (6-bromo-2-phenylquinolin-4(1H)-one), C(=C)[Sn](CCCC)(CCCC)CCCC (vinyltributyl tin), tetrakis-triphenylphosphine palladium, CCOC(=O)C (EtOAc), O (water). The solvent is CS(=O)C (DMSO). Run at temperature 100 celsius. Product: C1(=CC=CC=C1)C=1NC2=CC=C(C=C2C(C1)=O)C=C (2-phenyl-6-vinylquinolin-4(1H)-one). The yield is 97.9%. As a reaction SMILES: Br[C:2]1[CH:3]=[C:4]2[C:9](=[CH:10][CH:11]=1)[NH:8][C:7]([C:12]1[CH:17]=[CH:16][CH:15]=[CH:14][CH:13]=1)=[CH:6][C:5]2=[O:18].[CH:19]([Sn](CCCC)(CCCC)CCCC)=[CH2:20].CCOC(C)=O.O>CS(C)=O>[C:12]1([C:7]2[NH:8][C:9]3[C:4]([C:5](=[O:18])[CH:6]=2)=[CH:3][C:2]([CH:19]=[CH2:20])=[CH:11][CH:10]=3)[CH:17]=[CH:16][CH:15]=[CH:14][CH:13]=1. Procedure: To a solution of 6-bromo-2-phenylquinolin-4(1H)-one 1 (1.5 g, 5.0 mmol) in DMSO (60 mL) was added vinyltributyl tin (1.75 mL, 6.0 mmol) and tetrakis-triphenylphosphine palladium (116 mg, 0.1 mmol). The mixture was then heated to 100° C. for 20 h, at which time, LC-MS revealed the disappearance of starting material. The reaction was then poured into a mixture of EtOAc (200 mL) and water (400 mL) which caused a grayish solid to precipitate. This solid was collected and dried under vacuum in a desi...